Dataset: the Open Reaction Database (ORD), a public repository of structured organic reaction records. Task: describe an organic reaction: reactants, conditions, products, and yield Procedure details: A solution of 4.10 g of O-isopropyl P-ethyl-(hydroxymethyl)phosphinate, prepared in Example 22, Method A, 4.4 ml of triethylamine and 20 ml of methylene chloride was added dropwise over 40 minutes to a mixture of 25 ml of methylene chloride, 5.75 g of 2-chlorobenzenesulfonyl chloride, and 0.1 g of DMAP. The reaction temperature was kept between 15° C. and 28° C. during the addition. The reaction was allowed to stir at room temperature for eight days and was then diluted with 100 ml of water and ... Isolated yield 29.7%. The solvent is O (water), C(Cl)Cl (methylene chloride), C(Cl)Cl (methylene chloride), C(Cl)Cl (methylene chloride), C(Cl)Cl (methylene chloride), C(Cl)Cl (methylene chloride), C(C)N(CC)CC (triethylamine), ClCCCl (1,2-dichloroethane). Product: C(C)P(OC(C)C)(=O)COS(=O)(=O)C1=C(C=CC=C1)Cl (O-Isopropyl P-ethyl[[(2-chlorophenyl)sulfonyloxy]methyl]phosphinate). Conditions: time 8 day. Reactants: C([O-])(O)=O.[Na+] (sodium bicarbonate), ClC=1C=C(C(=O)OO)C=CC1 (3-chloroperoxybenzoic acid), ClC1=C(C=CC=C1)S(=O)(=O)Cl (2-chlorobenzenesulfonyl chloride), C(C)P(OC(C)C)(=O)CO (O-isopropyl P-ethyl-(hydroxymethyl)phosphinate), crude product, C([O-])(O)=O.[Na+] (sodium bicarbonate), [P] (Phosphorus), S(=O)([O-])[O-].[Na+].[Na+] (sodium sulfite). As a reaction SMILES: [CH2:1]([P:3]([CH2:9][OH:10])(=[O:8])[O:4][CH:5]([CH3:7])[CH3:6])[CH3:2].[Cl:11][C:12]1[CH:17]=[CH:16][CH:15]=[CH:14][C:13]=1[S:18](Cl)(=[O:20])=[O:19].[P].ClC1C=C(C=CC=1)C(OO)=O.S([O-])([O-])=O.[Na+].[Na+].C(=O)(O)[O-].[Na+]>CN(C1C=CN=CC=1)C.O.C(Cl)Cl.ClCCCl.C(N(CC)CC)C>[CH2:1]([P:3]([CH2:9][O:10][S:18]([C:13]1[CH:14]=[CH:15][CH:16]=[CH:17][C:12]=1[Cl:11])(=[O:20])=[O:19])(=[O:8])[O:4][CH:5]([CH3:7])[CH3:6])[CH3:2] |f:4.5.6,7.8|. The reagents and catalysts are CN(C)C=1C=CN=CC1 (DMAP). Reactants: NC=1C=2N(C=CN1)C(=NC2C2=CC=C(C=C2)C(NC2=NC=CC=C2)=O)[C@H]2N(CCC2)C(=O)OCC2=CC=CC=C2 ((S)-benzyl 2-(8-amino-1-(4-(pyridin-2-ylcarbamoyl)phenyl)imidazo[1,5-a]pyrazin-3-yl)pyrrolidine-1-carboxylate), Br.C(C)(=O)O (hydrobromic acid acetic acid). Run in O (water). Conditions: time 1 hour. The product is NC=1C=2N(C=CN1)C(=NC2C2=CC=C(C(=O)NC1=NC=CC=C1)C=C2)[C@H]2NCCC2 ((S)-4-(8-Amino-3-(pyrrolidin-2-yl)imidazo[1,5-a]pyrazin-1-yl)-N-(pyridin-2-yl)benzamide). The yield is 58.3%. RXN SMILES: [NH2:1][C:2]1[C:3]2[N:4]([C:8]([C@@H:26]3[CH2:30][CH2:29][CH2:28][N:27]3C(OCC3C=CC=CC=3)=O)=[N:9][C:10]=2[C:11]2[CH:16]=[CH:15][C:14]([C:17](=[O:25])[NH:18][C:19]3[CH:24]=[CH:23][CH:22]=[CH:21][N:20]=3)=[CH:13][CH:12]=2)[CH:5]=[CH:6][N:7]=1.Br.C(O)(=O)C>O>[NH2:1][C:2]1[C:3]2[N:4]([C:8]([C@@H:26]3[CH2:30][CH2:29][CH2:28][NH:27]3)=[N:9][C:10]=2[C:11]2[CH:16]=[CH:15][C:14]([C:17]([NH:18][C:19]3[CH:24]=[CH:23][CH:22]=[CH:21][N:20]=3)=[O:25])=[CH:13][CH:12]=2)[CH:5]=[CH:6][N:7]=1 |f:1.2|. Procedure details: To (S)-benzyl 2-(8-amino-1-(4-(pyridin-2-ylcarbamoyl)phenyl)imidazo[1,5-a]pyrazin-3-yl)pyrrolidine-1-carboxylate (0.146 mmol, 78 mg) was added a 33% hydrobromic acid/acetic acid solution (11.26 mmol, 2 ml) and the mixture was left at room temperature for 1 hour. The mixture was diluted with water and extracted with dichloromethane. The aqueous phase was neutralized using 2N sodium hydroxide solution, and then extracted with dichloromethane. the organic layer was dried over magnesium sulfate, fil...